From a dataset of the Open Reaction Database (ORD), a public repository of structured organic reaction records. describe an organic reaction: reactants, conditions, products, and yield Reactants: CO, [H][H], COc1nccc(I)c1C=O, Cc1nc(N2CCOCC2)nc(N)c1[N+](=O)[O-]. The product is COc1nccc(I)c1C=Nc1c(C)nc(N2CCOCC2)nc1N. As a reaction SMILES: [CH3:31][OH:32].[H:18][H:19].[I:20][c:21]1[c:22]([CH:29]=[O:30])[c:23]([O:27][CH3:28])[n:24][cH:25][cH:26]1.[NH2:1][c:2]1[n:3][c:4]([N:12]2[CH2:13][CH2:14][O:15][CH2:16][CH2:17]2)[n:5][c:6]([CH3:11])[c:7]1[N+:8]([O-:9])=[O:10]>>[NH2:1][c:2]1[n:3][c:4]([N:12]2[CH2:13][CH2:14][O:15][CH2:16][CH2:17]2)[n:5][c:6]([CH3:11])[c:7]1[N:8]=[CH:29][c:22]1[c:21]([I:20])[cH:26][cH:25][n:24][c:23]1[O:27][CH3:28]. Reactants: NC=1N(C=C(C1)C#N)C1CCC2=CC=CC=C12 (2-amino-1-(indan-1-yl)pyrrole-4-carbonitrile), C(C)(=O)CC(C)=O (acetylacetone), Cl (hydrochloric acid). Solvent: C(C)O (ethanol). Yields the product C1(CCC2=CC=CC=C12)N1C=C(C=2C1=NC(=CC2C)C)C#N (1-(indan-1-yl)-4,6-dimethyl-1H-pyrrolo[2,3-b]pyridine-3-carbonitrile). Isolated yield 45.7%. As a reaction SMILES: [NH2:1][C:2]1[N:3]([CH:9]2[C:17]3[C:12](=[CH:13][CH:14]=[CH:15][CH:16]=3)[CH2:11][CH2:10]2)[CH:4]=[C:5]([C:7]#[N:8])[CH:6]=1.[C:18]([CH2:21][C:22](=O)[CH3:23])(=O)[CH3:19].Cl>C(O)C>[CH:9]1([N:3]2[C:2]3=[N:1][C:18]([CH3:19])=[CH:21][C:22]([CH3:23])=[C:6]3[C:5]([C:7]#[N:8])=[CH:4]2)[C:17]2[C:12](=[CH:13][CH:14]=[CH:15][CH:16]=2)[CH2:11][CH2:10]1. Procedure: To a solution of 2-amino-1-(indan-1-yl)pyrrole-4-carbonitrile (19.4 g), acetylacetone (9.6 g) and ethanol (375 ml) was added concentrated hydrochloric acid (3 ml), and the mixture was heated under reflux for 3 hours. The reaction solution was concentrated under reduced pressure and an aqueous sodium hydrogen carbonate solution was added to the residue, which was extracted with ethyl acetate. After the organic layer was washed with water and dried (MgSO4), the solvent was distilled off under redu... Reactants: COC1=C(C=CC=C1)C=CC(C)=O (4-(2-methoxyphenyl)-3-buten-2-one), Cl.NO (hydroxylamine hydrochloride), [OH-].[Na+] (sodium hydroxide). Solvent: CO (methanol). The product is COC1=C(C=CC=C1)C=CC(C)=NO (4-(2-methoxyphenyl)-3-buten-2-one 2-oxime). The yield is 54.0%. As a reaction SMILES: [CH3:1][O:2][C:3]1[CH:8]=[CH:7][CH:6]=[CH:5][C:4]=1[CH:9]=[CH:10][C:11](=O)[CH3:12].Cl.[NH2:15][OH:16].[OH-].[Na+]>CO>[CH3:1][O:2][C:3]1[CH:8]=[CH:7][CH:6]=[CH:5][C:4]=1[CH:9]=[CH:10][C:11](=[N:15][OH:16])[CH3:12] |f:1.2,3.4|. Reported procedure: In a 250 ml single neck flask was charged 5.28 g (.30.0 mmoles, 1.0 eq.) of 4-(2-methoxyphenyl)-3-buten-2-one and 5.2 g (75.4 mmoles, 2.5 eq) of hydroxylamine hydrochloride and 6 g of 50% sodium hydroxide (75 mmoles, 2.5 eq) and 100 ml of methanol. The reaction mixture was stirred at reflux for 2 hours. The reaction mixture was concentrated, diluted with water (50 ml), and then extracted with ethyl acetate (2×50 ml). The organic phase was dried and concentrated, to obtain 3.1 g of 4-(2-methoxyph... The reactants are OC1=C(C(=CC(=C1CC=C)OCOC)OCOC)C(C)=O (2'-hydroxy-4',6'-bis(methoxymethoxy)-3'-(2-propenyl)acetophenone). Solvent: C(C)O (ethanol). The product is COCOC1=CC=C(C=O)C=C1 (p-methoxymethoxybenzaldehyde). Isolated yield 119.8%. Reaction SMILES: O[C:2]1[C:7](CC=C)=[C:6]([O:11][CH2:12][O:13][CH3:14])[CH:5]=[C:4](OCOC)[C:3]=1[C:19](=[O:21])C>C(O)C>[CH3:14][O:13][CH2:12][O:11][C:6]1[CH:7]=[CH:2][C:3]([CH:19]=[O:21])=[CH:4][CH:5]=1. Procedure: In 40 ml of ethanol were dissolved 20.4 g of the 2'-hydroxy-4',6'-bis(methoxymethoxy)-3'-(2-propenyl)acetophenone obtained in Production Example 6 and 13.7 g of the p-methoxymethoxybenzaldehyde obtained in Production Example 23, and a 50% solution of potassium hydroxide in ethanol was added to the solution and the mixture was stirred at room temperature overnight to effect a reaction. After the reaction, the reaction mixture was neutralized with dilute hydrochloric acid and extracted with ethyl ... The reactants are C1=CC(=CC=C1CC(=O)N)O (P-Hydroxyphenylacetamide), C1(=CC=C(C=C1)S(=O)(=O)OC[C@@H]1CO1)C ((S)-glycidyl p-toluenesulfonate), C([O-])([O-])=O.[K+].[K+] (Potassium carbonate). Solvent: CC(=O)C (acetone). Conditions: time 30 hour. Product: C(N)(=O)CC1=CC=C(OCC2CO2)C=C1 (p-(carbamoylmethyl)phenoxy-2,3-epoxypropane). Reaction SMILES: [CH:1]1[C:6]([CH2:7][C:8]([NH2:10])=[O:9])=[CH:5][CH:4]=[C:3]([OH:11])[CH:2]=1.C1(C)C=CC(S(O[CH2:22][C@H:23]2[O:25][CH2:24]2)(=O)=O)=CC=1.C(=O)([O-])[O-].[K+].[K+]>CC(C)=O>[C:8]([CH2:7][C:6]1[CH:5]=[CH:4][C:3]([O:11][CH2:22][CH:23]2[O:25][CH2:24]2)=[CH:2][CH:1]=1)(=[O:9])[NH2:10] |f:2.3.4|. Procedure details: P-Hydroxyphenylacetamide (1 g) and (S)-glycidyl p-toluenesulfonate (1.51 g, 99.3% e.e.) were dissolved in acetone (30 ml). Potassium carbonate (1.19 g) was added to the solution and stirred for 30 hours under refluxing. After the reaction, inorganic materials were filtered off and acetone was removed to give 1.43 g of crude (S)-1-[p-(carbamoylmethyl)phenoxy-2,3-epoxypropane. Then, crude (S)-1-[p-(carbamoylmethyl)phenoxy-2,3-epoxypropane (1.43 g) was dissolved in methanol (8 ml). The solution was... Reactants: O=C(O)c1cccc(Br)c1, CC(C)(C)c1cccc(NC(=O)c2ccc(N3CCNCC3)nc2)c1, CC(C)(C)c1cccc(NC(=O)c2ccc(N3CCN(c4ccc(C(=O)O)cc4)CC3)c(F)c2)c1. The product is CC(C)(C)c1cccc(NC(=O)c2ccc(N3CCN(c4cccc(C(=O)O)c4)CC3)nc2)c1. As a reaction SMILES: [Br:26][c:27]1[cH:28][c:29]([C:30](=[O:31])[OH:32])[cH:33][cH:34][cH:35]1.[C:1]([CH3:2])([CH3:3])([CH3:4])[c:5]1[cH:6][c:7]([NH:11][C:12]([c:13]2[cH:14][n:15][c:16]([N:19]3[CH2:20][CH2:21][NH:22][CH2:23][CH2:24]3)[cH:17][cH:18]2)=[O:25])[cH:8][cH:9][cH:10]1.[C:36]([c:37]1[cH:38][c:39]([NH:40][C:41]([c:42]2[cH:43][cH:44][c:45]([N:46]3[CH2:47][CH2:48][N:49]([c:50]4[cH:51][cH:52][c:53]([C:54]([OH:55])=[O:56])[cH:57][cH:58]4)[CH2:59][CH2:60]3)[c:61]([F:62])[cH:63]2)=[O:64])[cH:65][cH:66][cH:67]1)([CH3:68])([CH3:69])[CH3:70]>>[C:1]([CH3:2])([CH3:3])([CH3:4])[c:5]1[cH:6][c:7]([NH:11][C:12]([c:13]2[cH:14][n:15][c:16]([N:19]3[CH2:20][CH2:21][N:22]([c:27]4[cH:28][c:29]([C:30](=[O:31])[OH:32])[cH:33][cH:34][cH:35]4)[CH2:23][CH2:24]3)[cH:17][cH:18]2)=[O:25])[cH:8][cH:9][cH:10]1.